This data is from the Open Reaction Database (ORD), a public repository of structured organic reaction records. The task is: describe an organic reaction: reactants, conditions, products, and yield Reactants: COC1=C(C=C(C(=O)OC)C=C1)OCC(=C)C (methyl 4-methoxy-3-(2-methyl-2-propenyloxy)benzoate), N1=CC=CC2=CC=CC=C12 (quinoline), C(C)(=O)OCC (ethyl acetate). Run at temperature 185 celsius. Product: COC(C1=C(C(=C(C=C1)OC)O)CC(=C)C)=O (Methyl-3-hydroxy-4-methoxy-2-(2-methyl-2-propenyl)-benzoate). As a reaction SMILES: [CH3:1][O:2][C:3]1[CH:12]=[CH:11][C:6]([C:7]([O:9][CH3:10])=[O:8])=[CH:5][C:4]=1[O:13]CC(C)=C.C(OCC)(=O)C.N1[C:33]2[C:28](=[CH:29]C=CC=2)[CH:27]=CC=1>>[CH3:10][O:9][C:7](=[O:8])[C:6]1[CH:11]=[CH:12][C:3]([O:2][CH3:1])=[C:4]([OH:13])[C:5]=1[CH2:29][C:28]([CH3:33])=[CH2:27]. Procedure: 20 g of methyl 4-methoxy-3-(2-methyl-2-propenyloxy)benzoate are dissolved in 60 ml of quinoline and the mixture is heated at 180-190° C. for 2 h. After cooling, it is treated with ethyl acetate and the quinoline is extracted using 2N HCl. The organic phase is washed a further 2 times with water and concentrated. The oily residue is chromatographed on a silica gel column using ethyl acetate/petroleum ether (4:6). The chromatographically pure fractions are combined, concentrated and dried in a hig... Reactants: [Li]CCCC (nBuLi), solution, II (I2), CN1C=NC(=C1)C=1SC(=CC1)C (1-Methyl-4-(5-methylthiophen-2-yl)-1H-imidazole), [NH4+].[Cl-] (NH4Cl). The solvent is hexanes, C1CCOC1 (THF). Reaction conditions: temperature -40 celsius, time 8 hour. Product: IC=1N(C=C(N1)C=1SC(=CC1)C)C (2-Iodo-1-methyl-4-(5-methylthiophen-2-yl)-1H-imidazole). Isolated yield 106.5%. Reaction SMILES: [CH3:1][N:2]1[CH:6]=[C:5]([C:7]2[S:8][C:9]([CH3:12])=[CH:10][CH:11]=2)[N:4]=[CH:3]1.[Li]CCCC.[I:18]I.[NH4+].[Cl-]>C1COCC1>[I:18][C:3]1[N:2]([CH3:1])[CH:6]=[C:5]([C:7]2[S:8][C:9]([CH3:12])=[CH:10][CH:11]=2)[N:4]=1 |f:3.4|. Procedure details: A mixture of 1-methyl-4-(5-methylthiophen-2-yl)-1H-imidazole 5 (2.36 g, 13.3 mmol) in THF (0.100 mL) was cooled −78° C. nBuLi (9.53 mL of a 1.6 M solution in hexanes, 15.2 mmol) was added dropwise (˜2 min) and the pale yellow solution was allowed to warm to −40° C. (over ˜1 h) and then re-cooled to −78° C. I2 (2.74 g, 10.4 mmol) was added and the mixture was allowed to warm to room temperature (over ˜2 h) and stirred overnight. Saturated aqueous NH4Cl (2 mL) was added and the mixture was concent... The reactants are C(C)(C)NC(C)C (diisopropylamine), Cl[Si](C)(C)C (chlorotrimethylsilane), C(CCC)[Li] (n-butyllithium), C1(CC1)CC(=O)OCC (ethyl cyclopropylacetate). The solvent is O1CCCC1 (tetrahydrofuran), hexanes. Conditions: temperature -75 celsius, time 30 minute. The product is C1(CC1)/C=C(/O[Si](C)(C)C)\OCC ((2-Cyclopropyl-1-ethoxy-(E)-vinyloxy)-trimethyl-silane). RXN SMILES: C([Li])CCC.C(NC(C)C)(C)C.[CH:13]1([CH2:16][C:17]([O:19][CH2:20][CH3:21])=[O:18])[CH2:15][CH2:14]1.Cl[Si:23]([CH3:26])([CH3:25])[CH3:24]>O1CCCC1>[CH:13]1(/[CH:16]=[C:17](\[O:19][CH2:20][CH3:21])/[O:18][Si:23]([CH3:26])([CH3:25])[CH3:24])[CH2:15][CH2:14]1. Procedure details: A solution of n-butyllithium in hexanes (1.6M, 26 ml) was added with stirring to a solution of diisopropylamine (6.2 ml) in tetrahydrofuran (8 ml) at below −25° C. under nitrogen. After 30 min, the mixture was cooled to −75° C. and ethyl cyclopropylacetate (4.5 g) added dropwise keeping the temperature below −65° C. The mixture was then maintained below −75° C. for 3 h before chlorotrimethylsilane (3.8 ml) was added below −65° C. The reaction was allowed to warm to ambient temperature and then e... Reactants: COC(C(C)(NCC1=CC=NC=C1)C)=O (2-methyl-2-[(pyridin-4-ylmethyl)-amino]-propionic acid methyl ester), O=C(OC(Cl)(Cl)Cl)Cl (diphosgene), [N+](=O)([O-])C=1C=C(N)C=CC1C(C)C (3-nitro-4-isopropyl-aniline). Solvent: C1CCOC1 (THF), ClCCCl (1,2-dichlorethane), ClCCCl (1,2-dichlorethane). Conditions: temperature 50 celsius. The product is CC1(C(N(C(N1CC1=CC=NC=C1)=O)C1=CC(=C(C=C1)C(C)C)[N+](=O)[O-])=O)C (5,5-Dimethyl-3-(3-nitro-4-isopropylphenyl)-1-pyridin-4-ylmethyl-imidazolidine-2,4-dione). RXN SMILES: [O:1]=[C:2](Cl)OC(Cl)(Cl)Cl.[N+:9]([C:12]1[CH:13]=[C:14]([CH:16]=[CH:17][C:18]=1[CH:19]([CH3:21])[CH3:20])[NH2:15])([O-:11])=[O:10].CO[C:24](=[O:36])[C:25]([CH3:35])([NH:27][CH2:28][C:29]1[CH:34]=[CH:33][N:32]=[CH:31][CH:30]=1)[CH3:26]>ClCCCl.C1COCC1>[CH3:35][C:25]1([CH3:26])[N:27]([CH2:28][C:29]2[CH:30]=[CH:31][N:32]=[CH:33][CH:34]=2)[C:2](=[O:1])[N:15]([C:14]2[CH:16]=[CH:17][C:18]([CH:19]([CH3:21])[CH3:20])=[C:12]([N+:9]([O-:11])=[O:10])[CH:13]=2)[C:24]1=[O:36]. Procedure details: 6.04 g (30 mmol) diphosgene in 50 ml 1,2-dichlorethane were treated at −20° C. with a solution of 2 g (11.1 mmol) 3-nitro-4-isopropyl-aniline in 20 ml 1,2-dichlorethane. The mixture was allowed to come to room temperature and then was heated to 50° C. for 5 h. After standing over night, the solvent was evaporated and the residual oil was taken up in 40 ml THF. 3.93 g (18.7 mmol) 2-methyl-2-[(pyridin-4-ylmethyl)-amino]-propionic acid methyl ester in 30 ml THF were added and the mixture was reflux... The reactants are OC1=C(C(=NC2=C(C=C(C=C12)C(C)CC)Br)C)C (4-hydroxy-6-s-butyl-8-bromo-2,3-dimethylquinoline), O (water), [H-].[Na+] (sodium hydride), C(C1=CC=CC=C1)Br (benzyl bromide). Run in CN(C=O)C (dimethylformamide). Reaction conditions: time 30 minute. The product is C(C1=CC=CC=C1)OC1=C(C(=NC2=C(C=C(C=C12)C(C)CC)Br)C)C (4-benzyloxy-6-s-butyl-8-bromo-2,3-dimethylquinoline). Reaction SMILES: [OH:1][C:2]1[C:11]2[C:6](=[C:7]([Br:16])[CH:8]=[C:9]([CH:12]([CH2:14][CH3:15])[CH3:13])[CH:10]=2)[N:5]=[C:4]([CH3:17])[C:3]=1[CH3:18].[H-].[Na+].[CH2:21](Br)[C:22]1[CH:27]=[CH:26][CH:25]=[CH:24][CH:23]=1.O>CN(C)C=O>[CH2:21]([O:1][C:2]1[C:11]2[C:6](=[C:7]([Br:16])[CH:8]=[C:9]([CH:12]([CH2:14][CH3:15])[CH3:13])[CH:10]=2)[N:5]=[C:4]([CH3:17])[C:3]=1[CH3:18])[C:22]1[CH:27]=[CH:26][CH:25]=[CH:24][CH:23]=1 |f:1.2|. Procedure: 5 Grams of 4-hydroxy-6-s-butyl-8-bromo-2,3-dimethylquinoline synthesized in the same way as that described in Example 1 was suspended in 20 ml of dimethylformamide, to which 700 mg of 60% sodium hydride was added under cooling with ice and the mixture was stirred at room temperature for 30 minutes. To the reaction mixture was added dropwise 3 g of benzyl bromide under cooling with ice and the mixture was allowed to react at room temperature overnight. After the addition of 50 ml of water, the re... The reactants are C([O-])([O-])=O.[K+].[K+] (Potassium carbonate), BrCC(=O)OC(C)(C)C (tert-butyl bromoacetate), [OH-].[NH4+] (Ammonium hydroxide), [BH4-].[Na+] (Sodium borohydride), C(C)(=O)C1=CC=C(C#N)C=C1 (4-acetylbenzonitrile), CN (methylamine). The reagents and catalysts are CC([O-])C.[Ti+4].CC([O-])C.CC([O-])C.CC([O-])C (titanium isopropoxide). Run in CCOC(=O)C (EtOAc), C1CCOC1 (THF). Conditions: time 8 hour. Product: C(#N)C1=CC=C(C=C1)C(C)N(CC(=O)OC(C)(C)C)C (tert-butyl N-[1-(4-cyanophenyl)ethyl]-N-methylglycinate). RXN SMILES: [C:1]([C:4]1[CH:11]=[CH:10][C:7]([C:8]#[N:9])=[CH:6][CH:5]=1)(=O)[CH3:2].[CH3:12][NH2:13].[BH4-].[Na+].[OH-].[NH4+].C(=O)([O-])[O-].[K+].[K+].Br[CH2:25][C:26]([O:28][C:29]([CH3:32])([CH3:31])[CH3:30])=[O:27]>C1COCC1.CC(C)[O-].[Ti+4].CC(C)[O-].CC(C)[O-].CC(C)[O-].CCOC(C)=O>[C:8]([C:7]1[CH:10]=[CH:11][C:4]([CH:1]([N:13]([CH3:12])[CH2:25][C:26]([O:28][C:29]([CH3:32])([CH3:31])[CH3:30])=[O:27])[CH3:2])=[CH:5][CH:6]=1)#[N:9] |f:2.3,4.5,6.7.8,11.12.13.14.15|. Reported procedure: In THF (50 mL) was added 4-acetylbenzonitrile (5.0 g; 34 mmol), methylamine (21 mL; 2.00 M solution in THF; 42 mmol) and titanium isopropoxide (5.6 mL; 19 mmol). The mixture was stirred at RT overnight. Sodium borohydride (5.5 g; 145 mmol) was added and the reaction mixture was let stirred at RT for 2 h. Ammonium hydroxide solution 25% (100 mL) was added and the reaction mixture was stirred at RT for 1 h30. It was then filtered through a pad of celite, which was washed with EtOAc. The organic ph... The reactants are solution, C(C)(C)[N-]C(C)C.[Li+] (lithium diisopropylamide), C1(CCCCC1)=O (cyclohexanone), N1N=NC(=C1)CC1=CC=C(C#N)C=C1 (4-[1-(1,2,3-triazolyl)methyl]benzonitrile), O (water). The solvent is O1CCCC1 (tetrahydrofuran), O1CCCC1 (tetrahydrofuran). Conditions: time 0.5 hour. Product: OC1(CCCCC1)C(C=1N=NNC1)C1=CC=C(C#N)C=C1 (4-[1-hydroxycyclohex-1-yl-1-(1,2,3-triazolyl)methyl]benzonitrile). Yield: 99.2%. As a reaction SMILES: [NH:1]1[CH:5]=[C:4]([CH2:6][C:7]2[CH:14]=[CH:13][C:10]([C:11]#[N:12])=[CH:9][CH:8]=2)[N:3]=[N:2]1.C([N-]C(C)C)(C)C.[Li+].[C:23]1(=[O:29])[CH2:28][CH2:27][CH2:26][CH2:25][CH2:24]1.O>O1CCCC1>[OH:29][C:23]1([CH:6]([C:7]2[CH:14]=[CH:13][C:10]([C:11]#[N:12])=[CH:9][CH:8]=2)[C:4]2[N:3]=[N:2][NH:1][CH:5]=2)[CH2:28][CH2:27][CH2:26][CH2:25][CH2:24]1 |f:1.2|. Procedure details: 5 g of 4-[1-(1,2,3-triazolyl)methyl]benzonitrile is dissolved in 100 ml of tetrahydrofuran and combined at -50° with 20 ml of 1.5-molar solution of lithium diisopropylamide in tetrahydrofuran, stirred for 0.5 hour, further stirred with 2.9 g of cyclohexanone for 1 hour at -70°, and heated to 25°. Then water is added, the mixture is extracted three times with ethyl acetate, washed with water, dried over sodium sulfate, and concentrated to dryness under vacuum, thus obtaining 7.6 g of crude 4-[1-h... The reactants are ClCC(CCC1=CC=C(C=C1)Cl)=O (1-Chloro-4-(4-chlorophenyl)-2-butanone), N1C=NC=C1 (imidazole). Solvent: CN(C=O)C (dimethylformamide). Reaction conditions: time 8 hour. The product is ClC1=CC=C(C=C1)CCC(CN1C=NC=C1)=O (1-[4-(4-chlorophenyl) butan-2-on-1-yl]imidazole). The yield is 79.4%. RXN SMILES: Cl[CH2:2][C:3](=[O:13])[CH2:4][CH2:5][C:6]1[CH:11]=[CH:10][C:9]([Cl:12])=[CH:8][CH:7]=1.[NH:14]1[CH:18]=[CH:17][N:16]=[CH:15]1>CN(C)C=O>[Cl:12][C:9]1[CH:10]=[CH:11][C:6]([CH2:5][CH2:4][C:3](=[O:13])[CH2:2][N:14]2[CH:18]=[CH:17][N:16]=[CH:15]2)=[CH:7][CH:8]=1. Reported procedure: 1-Chloro-4-(4-chlorophenyl)-2-butanone (110 g) was added portionwise over half an hour to a stirred suspension of imidazole (175 g) in dimethylformamide (150 ml) at 0° C. and the mixture stirred overnight at ambient temperature. The resulting solution was poured into wate (1500 ml) with seeding at the first sign of turbidity, and the precipitate filtered off and washed well with water and hexane. Chromatography of the product on silica gel (1 Kg), eluting with 7% methanol in methylene chloride g... Reactants: C(C)(=O)OCC (ethyl acetate), CC1=C(C=CC=C1)B(O)O (2-methylphenylboronic acid), BrC1=CC=C(C=C1)C1S(N=C(OC1(C)C)N[C@@H](CCO[Si](C)(C)C(C)(C)C)C1=C(C=CC=C1)F)(=O)=O ([5-(4-bromophenyl)-6,6-dimethyl-4,4-dioxo-5,6-dihydro-4H-4lambda6-1,4,3-oxathiazin-2-yl]-[(S)-3-(tert-butyldimethylsilanyloxy)-1-(2-fluorophenyl)propyl]amine), C([O-])([O-])=O.[Cs+].[Cs+] (cesium carbonate). The reagents and catalysts are C1=CC=C(C=C1)P([C-]2C=CC=C2)C3=CC=CC=C3.C1=CC=C(C=C1)P([C-]2C=CC=C2)C3=CC=CC=C3.Cl[Pd]Cl.[Fe+2] (dichloro[1,1′-bis(diphenylphosphino)ferrocene]palladium). Run in O1CCOCC1 (dioxane), O (water). Reaction conditions: temperature 95 celsius, time 30 minute. Yields the product CC1(C(S(N=C(O1)N[C@@H](CCO)C1=C(C=CC=C1)F)(=O)=O)C1=CC=C(C=C1)C1=C(C=CC=C1)C)C ((S)-3-[6,6-Dimethyl-5-(2′-methyl-biphenyl-4-yl)-4,4-dioxo-5,6-dihydro-4H-4lambda6-[1,4,3]oxathiazin-2-ylamino-]-3-(2-fluorophenyl)propan-1-ol). Isolated yield 41.4%. Reaction SMILES: [CH3:1][C:2]1[CH:7]=[CH:6][CH:5]=[CH:4][C:3]=1B(O)O.Br[C:12]1[CH:17]=[CH:16][C:15]([CH:18]2[C:23]([CH3:25])([CH3:24])[O:22][C:21]([NH:26][C@H:27]([C:38]3[CH:43]=[CH:42][CH:41]=[CH:40][C:39]=3[F:44])[CH2:28][CH2:29][O:30][Si](C(C)(C)C)(C)C)=[N:20][S:19]2(=[O:46])=[O:45])=[CH:14][CH:13]=1.C(=O)([O-])[O-].[Cs+].[Cs+].C(OCC)(=O)C>O1CCOCC1.O.C1C=CC(P(C2C=CC=CC=2)[C-]2C=CC=C2)=CC=1.C1C=CC(P(C2C=CC=CC=2)[C-]2C=CC=C2)=CC=1.Cl[Pd]Cl.[Fe+2]>[CH3:25][C:23]1([CH3:24])[O:22][C:21]([NH:26][C@H:27]([C:38]2[CH:43]=[CH:42][CH:41]=[CH:40][C:39]=2[F:44])[CH2:28][CH2:29][OH:30])=[N:20][S:19](=[O:46])(=[O:45])[CH:18]1[C:15]1[CH:14]=[CH:13][C:12]([C:3]2[CH:4]=[CH:5][CH:6]=[CH:7][C:2]=2[CH3:1])=[CH:17][CH:16]=1 |f:2.3.4,8.9.10.11|. Reported procedure: Under inert gas, 40 mg of dichloro[1,1′-bis(diphenylphosphino)ferrocene]palladium were added to a mixture of 97 mg of 2-methylphenylboronic acid, 350 mg of [5-(4-bromophenyl)-6,6-dimethyl-4,4-dioxo-5,6-dihydro-4H-4lambda6-1,4,3-oxathiazin-2-yl]-[(S)-3-(tert-butyldimethylsilanyloxy)-1-(2-fluorophenyl)propyl]amine and 571 mg of cesium carbonate in 4.5 ml of dioxane and 1.5 ml of water. After stirring at 95° C. for 30 minutes, the reaction was allowed to cool to room temperature, 50 ml of ethyl ace... Reactants: C(CCCCCCCCCCC)(=O)[O-].C(CCCCCCCCCCC)(=O)[O-].C(CCC)[Sn+2]CCCC (dibutyltin dilaurate), COC1=CC=C(C=C1)O (4-methoxyphenol), O=C=NC1CC(CN=C=O)(CC(C1)(C)C)C (isophorone diisocyanate). Conditions: temperature 95 celsius, time 4 hour. The product is C(C=C)(=O)O.NC(=O)OCC (Urethane Acrylate). As a reaction SMILES: [C:1]([O-:14])(=[O:13])[CH2:2][CH2:3]CCCCCCC[CH2:11][CH3:12].[C:15]([O-:28])(=[O:27])CCCCCCCCCCC.C([Sn+2]CCCC)CCC.COC1C=CC(O)=CC=1.O=C=[N:49]C1CC(C)(C)CC(C)(CN=C=O)C1>>[C:1]([OH:14])(=[O:13])[CH:2]=[CH2:3].[NH2:49][C:15]([O:28][CH2:11][CH3:12])=[O:27] |f:0.1.2,5.6|. Procedure details: To a reactor, 0.73 g of dibutyltin dilaurate, 0.64 g of 4-methoxyphenol, and 222.0 g of isophorone diisocyanate were charged. The mixture was stirred and air sparge was applied while stirring. 116.0 g of hydroxyethyl acrylate was added slowly to the stirring mixture. The mixture was stirred at 60° C. for 4 hours, then 266.0 g of the reaction product of tetrahydrophthalic anhydride and a mixture of ethylene and propylene glycols, available commercially from Great Lakes Chemical Company as “PHT4-d...